Task: describe an organic reaction: reactants, conditions, products, and yield. Dataset: the Open Reaction Database (ORD), a public repository of structured organic reaction records Starting materials: CC1(c2cncc(Br)c2)OCCO1, [Li]CCCC, CCOCC, CCCCCC, [Cl-], N#N, [NH4+], CN(C)C=O. Product: CC1(c2cncc(C=O)c2)OCCO1. Reaction SMILES: [Br:3][c:4]1[cH:5][n:6][cH:7][c:8]([C:10]2([CH3:15])[O:11][CH2:12][CH2:13][O:14]2)[cH:9]1.[CH3:16][CH2:17][CH2:18][CH2:19][Li:20].[CH3:28][CH2:29][O:30][CH2:31][CH3:32].[CH3:33][CH2:34][CH2:35][CH2:36][CH2:37][CH3:38].[Cl-:26].[N:1]#[N:2].[NH4+:27].[O:21]=[CH:22][N:23]([CH3:24])[CH3:25]>>[c:4]1([CH:22]=[O:21])[cH:5][n:6][cH:7][c:8]([C:10]2([CH3:15])[O:11][CH2:12][CH2:13][O:14]2)[cH:9]1.